From a dataset of the Open Reaction Database (ORD), a public repository of structured organic reaction records. describe an organic reaction: reactants, conditions, products, and yield Starting materials: C=CCn1c(Cl)nc2c1c(=O)n(CCCC#N)c(=O)n2CCCC, [SiH3]c1ccccc1, c1ccc(P(c2ccccc2)(c2ccccc2)[Pd](P(c2ccccc2)(c2ccccc2)c2ccccc2)(P(c2ccccc2)(c2ccccc2)c2ccccc2)P(c2ccccc2)(c2ccccc2)c2ccccc2)cc1. Yields the product CCCCn1c(=O)n(CCCC#N)c(=O)c2[nH]c(Cl)nc21. As a reaction SMILES: [CH2:1]([CH2:2][CH2:3][CH3:4])[n:5]1[c:6](=[O:24])[n:7]([CH2:19][CH2:20][CH2:21][C:22]#[N:23])[c:8](=[O:18])[c:9]2[n:10]([CH2:15][CH:16]=[CH2:17])[c:11]([Cl:14])[n:12][c:13]12.[c:25]1([SiH3:26])[cH:27][cH:28][cH:29][cH:30][cH:31]1.[cH:32]1[cH:33][cH:34][c:35]([P:36]([Pd:37]([P:38]([c:39]2[cH:40][cH:41][cH:42][cH:43][cH:44]2)([c:45]2[cH:46][cH:47][cH:48][cH:49][cH:50]2)[c:51]2[cH:52][cH:53][cH:54][cH:55][cH:56]2)([P:57]([c:58]2[cH:59][cH:60][cH:61][cH:62][cH:63]2)([c:64]2[cH:65][cH:66][cH:67][cH:68][cH:69]2)[c:70]2[cH:71][cH:72][cH:73][cH:74][cH:75]2)[P:76]([c:77]2[cH:78][cH:79][cH:80][cH:81][cH:82]2)([c:83]2[cH:84][cH:85][cH:86][cH:87][cH:88]2)[c:89]2[cH:90][cH:91][cH:92][cH:93][cH:94]2)([c:95]2[cH:96][cH:97][cH:98][cH:99][cH:100]2)[c:101]2[cH:102][cH:103][cH:104][cH:105][cH:106]2)[cH:107][cH:108]1>>[CH2:1]([CH2:2][CH2:3][CH3:4])[n:5]1[c:6](=[O:24])[n:7]([CH2:19][CH2:20][CH2:21][C:22]#[N:23])[c:8](=[O:18])[c:9]2[nH:10][c:11]([Cl:14])[n:12][c:13]12. Run at time 1 hour. Procedure details: Aluminum chloride (14.6 g) was added portionwise to 2-bromo-3-methylthiophene (8.85 g) and dichloromethyl methyl ether (6.27 g) in dichloromethane (100 ml) under ice-cooling. The mixture was stirred at room temperature for 1 hour and poured into ice water, acidified with 1N hydrochloric acid and extracted with ethyl acetate. The extract was washed with aqueous sodium chloride, dried over anhydrous magnesium sulfate and concentrated under reduced pressure. The residue was purified by silica gel c... The reactants are ice water, [Cl-].[Al+3].[Cl-].[Cl-] (Aluminum chloride), BrC=1SC=CC1C (2-bromo-3-methylthiophene), COC(Cl)Cl (dichloromethyl methyl ether), Cl (hydrochloric acid). The yield is 78.0%. RXN SMILES: [Cl-].[Al+3].[Cl-].[Cl-].[Br:5][C:6]1[S:7][CH:8]=[CH:9][C:10]=1[CH3:11].[CH3:12][O:13]C(Cl)Cl.Cl>ClCCl>[Br:5][C:6]1[S:7][C:8]([CH:12]=[O:13])=[CH:9][C:10]=1[CH3:11] |f:0.1.2.3|. Solvent: ClCCl (dichloromethane). The product is BrC1=C(C=C(S1)C=O)C (5-bromo-4-methyl-2-thiophenecarbaldehyde). Procedure details: A mixture of 3.41 g (0.02 mole) ethyl 2-acetyl-2-pentenoate and 3.57 g (0.02 mole) N-bromosuccinimide in 50 ml of carbon tetrachloride was heated at reflux for 2 hours. After cooling, the succinimide was removed by filtration and the solution concentrated in vacuo. Distillation gave 2.8 g (83%) of ethyl 2,5-dimethyl-3-furoate, bp 96 °-100° C. (18 mm). The solvent is C(Cl)(Cl)(Cl)Cl (carbon tetrachloride). The yield is 83.2%. The reactants are C(C)(=O)C(C(=O)OCC)=CCC (ethyl 2-acetyl-2-pentenoate), BrN1C(CCC1=O)=O (N-bromosuccinimide). Product: CC=1OC(=CC1C(=O)OCC)C (ethyl 2,5-dimethyl-3-furoate). Reaction SMILES: [C:1]([C:4](=[CH:10][CH2:11][CH3:12])[C:5]([O:7][CH2:8][CH3:9])=[O:6])(=[O:3])[CH3:2].BrN1C(=O)CCC1=O>C(Cl)(Cl)(Cl)Cl>[CH3:2][C:1]1[O:3][C:11]([CH3:12])=[CH:10][C:4]=1[C:5]([O:7][CH2:8][CH3:9])=[O:6]. Starting materials: BrCc1nc(-c2ccccc2)c(-c2ccccc2)o1, COC(=O)COc1cccc(NC(C)=O)c1, C1CCOC1, CC(C)[N-]C(C)C, CCOCC, [Cl-], [Li+], N#N, [NH4+]. Product: COC(=O)COc1cccc(N(Cc2nc(-c3ccccc3)c(-c3ccccc3)o2)C(C)=O)c1. RXN SMILES: [Br:27][CH2:28][c:29]1[o:30][c:31](-[c:40]2[cH:41][cH:42][cH:43][cH:44][cH:45]2)[c:32](-[c:34]2[cH:35][cH:36][cH:37][cH:38][cH:39]2)[n:33]1.[C:1]([CH3:2])(=[O:3])[NH:4][c:5]1[cH:6][c:7]([O:8][CH2:9][C:10](=[O:11])[O:12][CH3:13])[cH:14][cH:15][cH:16]1.[CH2:46]1[O:47][CH2:48][CH2:49][CH2:50]1.[CH3:18][CH:19]([N-:20][CH:21]([CH3:22])[CH3:23])[CH3:24].[CH3:53][CH2:54][O:55][CH2:56][CH3:57].[Cl-:51].[Li+:17].[N:25]#[N:26].[NH4+:52]>>[C:1]([CH3:2])(=[O:3])[N:4]([c:5]1[cH:6][c:7]([O:8][CH2:9][C:10](=[O:11])[O:12][CH3:13])[cH:14][cH:15][cH:16]1)[CH2:28][c:29]1[o:30][c:31](-[c:40]2[cH:41][cH:42][cH:43][cH:44][cH:45]2)[c:32](-[c:34]2[cH:35][cH:36][cH:37][cH:38][cH:39]2)[n:33]1. Starting materials: CNC(=O)N1C=2N(C3=C1C=CC=C3)C(N(C3(CCCC3)N2)C)=O (N,3-Dimethyl-4-oxo-2,3,4,10-tetrahydrospiro[1,3,5-triazino[1,2-a]benzimidazole-2,1'-cyclopentane]-10-carboxamide), [OH-].[Na+] (sodium hydroxide). Run in C1CCOC1 (THF). The product is CN1C(N2C(=NC3=C2C=CC=C3)NC13CCCC3)=O (3-Methyl-4-oxo-1,2,3,4-tetrahydrospiro[1,3,5-triazino[1,2-a]benzimidazole-2,1'-cyclopentane]). Reaction SMILES: CNC([N:5]1[C:9]2[CH:10]=[CH:11][CH:12]=[CH:13][C:8]=2[N:7]2[C:14](=[O:23])[N:15]([CH3:22])[C:16]3([N:21]=[C:6]12)[CH2:20][CH2:19][CH2:18][CH2:17]3)=O.[OH-].[Na+]>C1COCC1>[CH3:22][N:15]1[C:16]2([CH2:20][CH2:19][CH2:18][CH2:17]2)[NH:21][C:6]2=[N:5][C:9]3[CH:10]=[CH:11][CH:12]=[CH:13][C:8]=3[N:7]2[C:14]1=[O:23] |f:1.2|. Procedure details: The reaction product of Example 26 was hydrolyzed by 10% aqueous sodium hydroxide and THF to give the title compound, employing the procedure of Example 1, paragraph 2. The product was recrystallized from acetone to give a solid, mp 180°-182° C. The confirmatory elemental analysis is shown in Table III. Reactants: CS(=O)(=O)N1CCC2(CCN(C2=O)C2=CC=C(C=C2)OC(F)(F)F)CC1 (8-methanesulfonyl-2-(4-trifluoromethoxy-phenyl)-2,8-diaza-spiro[4.5]decan-1-one), [Li]CCCC (n-BuLi), C1(CC1)C=O (cyclopropanecarbaldehyde). Solvent: C1CCOC1 (THF), C1CCOC1 (THF). Run at temperature 0 celsius, time 5 minute. Yields the product C1(CC1)C(CS(=O)(=O)N1CCC2(CCN(C2=O)C2=CC=C(C=C2)OC(F)(F)F)CC1)O (8-(2-cyclopropyl-2-hydroxy-ethanesulfonyl)-2-(4-trifluoromethoxy-phenyl)-2,8-diaza-spiro[4.5]decan-1-one). Yield: 47.8%. As a reaction SMILES: [CH3:1][S:2]([N:5]1[CH2:26][CH2:25][C:8]2([C:12](=[O:13])[N:11]([C:14]3[CH:19]=[CH:18][C:17]([O:20][C:21]([F:24])([F:23])[F:22])=[CH:16][CH:15]=3)[CH2:10][CH2:9]2)[CH2:7][CH2:6]1)(=[O:4])=[O:3].[Li]CCCC.[CH:32]1([CH:35]=[O:36])[CH2:34][CH2:33]1>C1COCC1>[CH:32]1([CH:35]([OH:36])[CH2:1][S:2]([N:5]2[CH2:6][CH2:7][C:8]3([C:12](=[O:13])[N:11]([C:14]4[CH:15]=[CH:16][C:17]([O:20][C:21]([F:23])([F:22])[F:24])=[CH:18][CH:19]=4)[CH2:10][CH2:9]3)[CH2:25][CH2:26]2)(=[O:4])=[O:3])[CH2:34][CH2:33]1. Reported procedure: To a solution of 8-methanesulfonyl-2-(4-trifluoromethoxy-phenyl)-2,8-diaza-spiro[4.5]decan-1-one (76 mg, 0.19 mmol) in THF at −78° C. was added n-BuLi (1.6M, 145 uL, 0.23 mmol) dropwise. The reaction mixture was stirred for 5 min followed by the addition of a solution of cyclopropanecarbaldehyde (54 mg, 0.78 mmol) in THF (500 uL) at −78° C. The dry ice bath was removed and the reaction mixture was warmed to 0° C. and stirring was continued for a further 30 min. The reaction mixture was quenched ... Starting materials: Cl.C1(CC1)COC1=C(C=C(C=C1)C(F)(F)F)C=1C2=C(N=CN1)C(=C(N2)C)C(=O)NC2CCNCC2 (4-[2-(cyclopropylmethoxy)-5-(trifluoromethyl)phenyl]-6-methyl-N-(piperidin-4-yl)-5H-pyrrolo[3,2-d]pyrimidine-7-carboxamide hydrochloride), C(C)(=O)O[C@H](C(=O)Cl)C ((2S)-1-chloro-1-oxopropan-2-yl acetate). Product: C1(CC1)COC1=C(C=C(C=C1)C(F)(F)F)C=1C2=C(N=CN1)C(=C(N2)C)C(=O)NC2CCN(CC2)C([C@H](C)O)=O (4-[2-(Cyclopropylmethoxy)-5-(trifluoromethyl)phenyl]-N-{1-[(2S)-2-hydroxypropanoyl]piperidin-4-yl}-6-methyl-5H-pyrrolo[3,2-d]pyrimidine-7-carboxamide). RXN SMILES: Cl.[CH:2]1([CH2:5][O:6][C:7]2[CH:12]=[CH:11][C:10]([C:13]([F:16])([F:15])[F:14])=[CH:9][C:8]=2[C:17]2[C:18]3[NH:25][C:24]([CH3:26])=[C:23]([C:27]([NH:29][CH:30]4[CH2:35][CH2:34][NH:33][CH2:32][CH2:31]4)=[O:28])[C:19]=3[N:20]=[CH:21][N:22]=2)[CH2:4][CH2:3]1.C([O:39][C@@H:40]([CH3:44])[C:41](Cl)=[O:42])(=O)C>>[CH:2]1([CH2:5][O:6][C:7]2[CH:12]=[CH:11][C:10]([C:13]([F:15])([F:14])[F:16])=[CH:9][C:8]=2[C:17]2[C:18]3[NH:25][C:24]([CH3:26])=[C:23]([C:27]([NH:29][CH:30]4[CH2:31][CH2:32][N:33]([C:41](=[O:42])[C@@H:40]([OH:39])[CH3:44])[CH2:34][CH2:35]4)=[O:28])[C:19]=3[N:20]=[CH:21][N:22]=2)[CH2:3][CH2:4]1 |f:0.1|. Procedure: Starting from 4-[2-(cyclopropylmethoxy)-5-(trifluoromethyl)phenyl]-6-methyl-N-(piperidin-4-yl)-5H-pyrrolo[3,2-d]pyrimidine-7-carboxamide hydrochloride (example D.f31) and commercially available (2S)-1-chloro-1-oxopropan-2-yl acetate the title compound is obtained as colorless solid. Reactants: CC(C)N=C=O, ClCCl, CC(C)(N)CNN1CC([N+](=O)[O-])=Cc2ccccc21. Yields the product CC(C)NC(=O)NC(C)(C)CNN1CC([N+](=O)[O-])=Cc2ccccc21. RXN SMILES: [CH:20]([CH3:21])([CH3:22])[N:23]=[C:24]=[O:25].[Cl:26][CH2:27][Cl:28].[N+:1](=[O:2])([O-:3])[C:4]1=[CH:13][c:12]2[c:7]([cH:8][cH:9][cH:10][cH:11]2)[N:6]([NH:14][CH2:15][C:16]([CH3:17])([NH2:18])[CH3:19])[CH2:5]1>>[N+:1](=[O:2])([O-:3])[C:4]1=[CH:13][c:12]2[c:7]([cH:8][cH:9][cH:10][cH:11]2)[N:6]([NH:14][CH2:15][C:16]([CH3:17])([NH:18][C:24]([NH:23][CH:20]([CH3:21])[CH3:22])=[O:25])[CH3:19])[CH2:5]1. Starting materials: CC(C)=O, O=C(c1cc(S(=O)(=O)Cl)c[nH]1)c1cccnc1Cl, Clc1ccc(CBr)cc1, [Na+], [Na+], O, O=S([O-])[O-]. Yields the product O=C(c1cc(S(=O)(=O)Cc2ccc(Cl)cc2)c[nH]1)c1cccnc1Cl. Reaction SMILES: [CH3:35][C:36](=[O:37])[CH3:38].[Cl:1][c:2]1[n:3][cH:4][cH:5][cH:6][c:7]1[C:8](=[O:9])[c:10]1[cH:11][c:12]([S:15](=[O:16])(=[O:17])[Cl:18])[cH:13][nH:14]1.[Cl:25][c:26]1[cH:27][cH:28][c:29]([CH2:30][Br:31])[cH:32][cH:33]1.[Na+:23].[Na+:24].[OH2:34].[S:19]([O-:20])([O-:21])=[O:22]>>[Cl:1][c:2]1[n:3][cH:4][cH:5][cH:6][c:7]1[C:8](=[O:9])[c:10]1[cH:11][c:12]([S:15](=[O:16])(=[O:17])[CH2:30][c:29]2[cH:28][cH:27][c:26]([Cl:25])[cH:33][cH:32]2)[cH:13][nH:14]1.